Dataset: the Open Reaction Database (ORD), a public repository of structured organic reaction records. Task: describe an organic reaction: reactants, conditions, products, and yield The reactants are C1CCOC1, O=C(O)CN1CCN(C(=O)Cc2csc(NC(=O)c3ccc(Cl)cc3)n2)CC1, CN1CCC(N)CC1. Yields the product CN1CCC(NC(=O)CN2CCN(C(=O)Cc3csc(NC(=O)c4ccc(Cl)cc4)n3)CC2)CC1. Reaction SMILES: [CH2:37]1[O:38][CH2:39][CH2:40][CH2:41]1.[Cl:1][c:2]1[cH:3][cH:4][c:5]([C:6](=[O:7])[NH:8][c:9]2[s:10][cH:11][c:12]([CH2:14][C:15](=[O:16])[N:17]3[CH2:18][CH2:19][N:20]([CH2:23][C:24](=[O:25])[OH:26])[CH2:21][CH2:22]3)[n:13]2)[cH:27][cH:28]1.[NH2:29][CH:30]1[CH2:31][CH2:32][N:33]([CH3:36])[CH2:34][CH2:35]1>>[Cl:1][c:2]1[cH:3][cH:4][c:5]([C:6](=[O:7])[NH:8][c:9]2[s:10][cH:11][c:12]([CH2:14][C:15](=[O:16])[N:17]3[CH2:18][CH2:19][N:20]([CH2:23][C:24](=[O:26])[NH:29][CH:30]4[CH2:31][CH2:32][N:33]([CH3:36])[CH2:34][CH2:35]4)[CH2:21][CH2:22]3)[n:13]2)[cH:27][cH:28]1. Starting materials: CCOC(=O)c1ccccc1-n1nc2ccc(C)cc2c1Br, O=C1CCC(=O)N1Br, ClC(Cl)(Cl)Cl, CCc1nc2nc(C)cc(C)c2[nH]1, [H-], CC(C)(C#N)N=NC(C)(C)C#N, [Na+], CN(C)C=O. Yields the product CCOC(=O)c1ccccc1-n1nc2ccc(Cn3c(CC)nc4c(C)cc(C)nc43)cc2c1Br. Reaction SMILES: [Br:1][c:2]1[n:3](-[c:12]2[c:13]([C:14](=[O:15])[O:16][CH2:17][CH3:18])[cH:19][cH:20][cH:21][cH:22]2)[n:4][c:5]2[cH:6][cH:7][c:8]([CH3:11])[cH:9][c:10]12.[Br:23][N:24]1[C:25](=[O:26])[CH2:27][CH2:28][C:29]1=[O:30].[C:63]([Cl:64])([Cl:65])([Cl:66])[Cl:67].[CH2:45]([CH3:46])[c:47]1[nH:48][c:49]2[c:50]([n:51][c:52]([CH3:56])[cH:53][c:54]2[CH3:55])[n:57]1.[H-:43].[N:31]#[C:32][C:33]([N:34]=[N:35][C:36]([C:37]#[N:38])([CH3:39])[CH3:40])([CH3:41])[CH3:42].[Na+:44].[O:58]=[CH:59][N:60]([CH3:61])[CH3:62]>>[Br:1][c:2]1[n:3](-[c:12]2[c:13]([C:14](=[O:15])[O:16][CH2:17][CH3:18])[cH:19][cH:20][cH:21][cH:22]2)[n:4][c:5]2[cH:6][cH:7][c:8]([CH2:11][n:57]3[c:47]([CH2:45][CH3:46])[n:48][c:49]4[c:50]3[n:51][c:52]([CH3:56])[cH:53][c:54]4[CH3:55])[cH:9][c:10]12. Starting materials: ice, C(C)(=O)Cl (acetyl chloride), Example 1 ( 4 ), Cl (HCl), [H-].[Na+] (sodium hydride), mixed solution, C(C)(=O)C1=C(OC(=C1)C)C (3-acetyl-2,5-dimethylfuran), C1(CCC(=O)OC(C(CC)CC)(C)O1)=O (diethylisopropylidene succinate). Solvent: C(Cl)(Cl)Cl (chloroform), C1=CC=CC=C1 (benzene). Run at time 7 hour. Yields the product CC=1OC(=CC1\C(\C)=C/1\C(=O)OC(C1=C(C)C)=O)C (2-[(E)-1-(2,5-dimethyl-3-furyl) ethylidene]-3-isopropylidene succinic anhydride). Yield: 15.0%. Reaction SMILES: [H-].[Na+].[C:3]([C:6]1[CH:10]=[C:9]([CH3:11])[O:8][C:7]=1[CH3:12])(=O)[CH3:4].[C:13]1(=[O:27])[O:26][C:19](C)([CH:20]([CH2:23]C)[CH2:21][CH3:22])[O:18]C(=O)CC1.Cl.[C:29](Cl)(=O)C>C(Cl)(Cl)Cl.C1C=CC=CC=1>[CH3:12][C:7]1[O:8][C:9]([CH3:11])=[CH:10][C:6]=1/[C:3](=[C:23]1/[C:13]([O:26][C:19](=[O:18])[C:20]/1=[C:21]([CH3:22])[CH3:29])=[O:27])/[CH3:4] |f:0.1|. Procedure details: To a suspension of 700 ml of benzene with 52.8 g of sodium hydride, 118 g of a mixed solution 76 g of 3-acetyl-2,5-dimethylfuran (mfd. by Sldrich Chemical Co., Inc.) and 118 g of the diethylisopropylidene succinate obtained in Reference Example 1 (4) was added dropwise in 2 hours with stirring. After reacting for further 7 hours with stirring, the reaction solution was poured into 2 kg of ice. The water layer was separated, made acidic with 690 ml of 5M HCl, and extracted with 1.5 liters of ethy... Reactants: FC1=CC=C2C=C(NC2=C1)CCC(=O)O (3-(6-fluoroindolyl)propionic acid), [H-].[H-].[H-].[H-].[Li+].[Al+3] (LiAlH4), C1CCOC1 (THF). Reaction conditions: temperature 20 celsius, time 15 hour. Yields the product FC1=CC=C2C(=CNC2=C1)CCCO (6-fluoro-3-(3-hydroxypropyl)indole). Isolated yield 65.0%. As a reaction SMILES: [F:1][C:2]1[CH:10]=[C:9]2[C:5]([CH:6]=[C:7](CCC(O)=O)[NH:8]2)=[CH:4][CH:3]=1.[H-].[H-].[H-].[H-].[Li+].[Al+3].[CH2:22]1C[O:25][CH2:24][CH2:23]1>>[F:1][C:2]1[CH:10]=[C:9]2[C:5]([C:6]([CH2:22][CH2:23][CH2:24][OH:25])=[CH:7][NH:8]2)=[CH:4][CH:3]=1 |f:1.2.3.4.5.6|. Procedure: To a solution of 3-(6-fluoroindolyl)propionic acid (235 mg, 1.13 mmol) in THF (5.3 mL) was added LiAlH4 (86 mg, 2.26 mmol) slowly at 0° C. under N2. The reaction mixture was warmed to 20° C. and stirred for 15 h. The reaction was quenched by addition of H2O (0.5 mL) and diluted with EtOAc. The resulting solution was dried over MgSO4, filtered through Celite and concentrated in vacuo. The residue was chromatographed to give 6-fluoro-3-(3-hydroxypropyl)indole (142 mg, 65%) as a colorless oil. Starting materials: C(C)OC(COC1CCN(CC1)C1=NC=C(C=N1)C1=CC(=CC=C1)COC(NC(N)=N)=O)=O (Ethyl({1-[5-(3-{[(carbamimidoylcarbamoyl)oxy]methyl}phenyl)pyrimidin-2-yl]piperi din-4-yl}oxy)acetate), C([C@H](O)[C@@H](O)C(=O)O)(=O)O (L-tartaric acid). Solvent: C(C)O (ethanol). Conditions: time 1 hour. Product: C(=O)(O)[C@H](O)[C@@H](O)C(=O)O.C(N)(=N)NC(=O)OCC=1C=C(C=CC1)C=1C=NC(=NC1)N1CCC(CC1)OCC(=O)OCC (ethyl ({1-[5-(3-{[(carbamimidoylcarbamoyl)oxy]methyl}phenyl)pyrimidin-2-yl]piperidin-4-yl}oxy)acetate L-tartrate). The yield is 46.8%. Reaction SMILES: [CH2:1]([O:3][C:4](=[O:33])[CH2:5][O:6][CH:7]1[CH2:12][CH2:11][N:10]([C:13]2[N:18]=[CH:17][C:16]([C:19]3[CH:24]=[CH:23][CH:22]=[C:21]([CH2:25][O:26][C:27](=[O:32])[NH:28][C:29](=[NH:31])[NH2:30])[CH:20]=3)=[CH:15][N:14]=2)[CH2:9][CH2:8]1)[CH3:2].[C:34]([OH:43])(=[O:42])[C@@H:35]([C@H:37]([C:39]([OH:41])=[O:40])[OH:38])[OH:36]>C(O)C>[C:39]([C@@H:37]([C@H:35]([C:34]([OH:43])=[O:42])[OH:36])[OH:38])([OH:41])=[O:40].[C:29]([NH:28][C:27]([O:26][CH2:25][C:21]1[CH:20]=[C:19]([C:16]2[CH:15]=[N:14][C:13]([N:10]3[CH2:9][CH2:8][CH:7]([O:6][CH2:5][C:4]([O:3][CH2:1][CH3:2])=[O:33])[CH2:12][CH2:11]3)=[N:18][CH:17]=2)[CH:24]=[CH:23][CH:22]=1)=[O:32])(=[NH:30])[NH2:31] |f:3.4|. Procedure: Ethyl({1-[5-(3-{[(carbamimidoylcarbamoyl)oxy]methyl}phenyl)pyrimidin-2-yl]piperi din-4-yl}oxy)acetate (45 mg) was mixed with ethanol, and L-tartaric acid (15 mg) was added thereto, followed by stirring at room temperature for 1 hour. The reaction mixture was concentrated under reduced pressure, and then diethyl ether was added thereto. The precipitated solid was collected by filtration to obtain ethyl ({1-[5-(3-{[(carbamimidoylcarbamoyl)oxy]methyl}phenyl)pyrimidin-2-yl]piperidin-4-yl}oxy)acetate... Starting materials: S1C=NC2=C1C=C(C=C2)N2C(NC(C2)(C)C)=O (1-benzothiazol-6-yl-4,4-dimethyl-imidazolidin-2-one), IC=1C=NC=CC1C (3-iodo-4-methyl-pyridine), N[C@H]1[C@@H](CCCC1)N (trans-1,2-diamino cyclohexane), P(=O)([O-])([O-])[O-].[K+].[K+].[K+] (potassium phosphate). The reagents and catalysts are [Cu](I)I (copper iodide). Solvent: O1CCOCC1 (1,4-dioxane). Product: S1C=NC2=C1C=C(C=C2)N2C(N(C(C2)(C)C)C=2C=NC=CC2C)=O (1-Benzothiazol-6-yl-4,4-dimethyl-3-(4-methyl-pyridin-3-yl)-imidazolidin-2-one). Yield: 4.4%. RXN SMILES: [S:1]1[C:5]2[CH:6]=[C:7]([N:10]3[CH2:14][C:13]([CH3:16])([CH3:15])[NH:12][C:11]3=[O:17])[CH:8]=[CH:9][C:4]=2[N:3]=[CH:2]1.I[C:19]1[CH:20]=[N:21][CH:22]=[CH:23][C:24]=1[CH3:25].N[C@@H]1CCCC[C@H]1N.P([O-])([O-])([O-])=O.[K+].[K+].[K+]>[Cu](I)I.O1CCOCC1>[S:1]1[C:5]2[CH:6]=[C:7]([N:10]3[CH2:14][C:13]([CH3:15])([CH3:16])[N:12]([C:19]4[CH:20]=[N:21][CH:22]=[CH:23][C:24]=4[CH3:25])[C:11]3=[O:17])[CH:8]=[CH:9][C:4]=2[N:3]=[CH:2]1 |f:3.4.5.6|. Reported procedure: Using the same reaction conditions as described in example 14, 1-benzothiazol-6-yl-4,4-dimethyl-imidazolidin-2-one (I-164b: 100 mg, 0.4048 mmol) was reacted with 3-iodo-4-methyl-pyridine (115 mg, 0.525 mmol), 1,4-dioxane (10 mL), copper iodide (7 mg, 0.0368 mmol), trans-1,2-diamino cyclohexane (18 mg, 0.1197 mmol) and potassium phosphate (214 mg, 1.0094 mmol) to afford the crude product. Purification by column chromatography on silica gel (1% MeOH in CHCl3) afforded 6 mg of the product (4.8% yie... Starting materials: COc1cccc(Cl)c1-c1cc2c(c3c1C(=O)NC3=O)c1cc(O)ccc1n2CCCBr, CC1CNCC(C)N1. Yields the product COc1cccc(Cl)c1-c1cc2c(c3c1C(=O)NC3=O)c1cc(O)ccc1n2CCCN1CC(C)NC(C)C1. Reaction SMILES: [Br:1][CH2:2][CH2:3][CH2:4][n:5]1[c:6]2[cH:7][cH:8][c:9]([OH:32])[cH:10][c:11]2[c:12]2[c:13]3[c:14]([c:15](-[c:18]4[c:19]([Cl:26])[cH:20][cH:21][cH:22][c:23]4[O:24][CH3:25])[cH:16][c:17]12)[C:27](=[O:31])[NH:28][C:29]3=[O:30].[CH3:33][CH:34]1[NH:35][CH:36]([CH3:40])[CH2:37][NH:38][CH2:39]1>>[CH2:2]([CH2:3][CH2:4][n:5]1[c:6]2[cH:7][cH:8][c:9]([OH:32])[cH:10][c:11]2[c:12]2[c:13]3[c:14]([c:15](-[c:18]4[c:19]([Cl:26])[cH:20][cH:21][cH:22][c:23]4[O:24][CH3:25])[cH:16][c:17]12)[C:27](=[O:31])[NH:28][C:29]3=[O:30])[N:38]1[CH2:37][CH:36]([CH3:40])[NH:35][CH:34]([CH3:33])[CH2:39]1.